describe an organic reaction: reactants, conditions, products, and yield From a dataset of the Open Reaction Database (ORD), a public repository of structured organic reaction records. Reactants: C(CCCC)=C1C(CCC1)=O (2-pentylidenecyclopentanone), II (iodine). Yields the product C(CCCC)C=1C(CCC1)=O (2-pentyl-2-cyclopentenone). Isolated yield 78.0%. RXN SMILES: [CH:1](=[C:6]1[CH2:10][CH2:9][CH2:8][C:7]1=[O:11])[CH2:2][CH2:3][CH2:4][CH3:5].II>>[CH2:1]([C:6]1[C:7](=[O:11])[CH2:8][CH2:9][CH:10]=1)[CH2:2][CH2:3][CH2:4][CH3:5]. Procedure: In a 100 ml four-neck flask fitted with a thermometer, a reflux condenser and a stirrer were placed 2-pentylidenecyclopentanone (50 g) synthesized in Reference Example 4 and iodine (5 mg), followed by 3 hours of the reaction at 180° C. The crude product (50 g) was distilled without any treatment using a Claisen distillation apparatus to obtain 39 g of 2-pentyl-2-cyclopentenone (boiling point: 105° C./933 Pa; GC purity: 98.3%). The product is ClC(C)[Si](C1=CC=C(C=C1)F)(Cl)Cl ((α-chloroethyl)dichloro(4-fluorophenyl) silane). Procedure: In the same apparatus and procedures as Example 6 were reacted 10.6 g (0.051 mol) of (α-chloroethyl)trichlorosilane and 26 ml of 4-fluorophenylmagnesiumbromide (2.0 M in diethylether) to give (α-chloroethyl)dichloro(4-fluorophenyl) silane. Starting materials: ClC(C)[Si](Cl)(Cl)Cl ((α-chloroethyl)trichlorosilane), FC1=CC=C(C=C1)[Mg]Br (4-fluorophenylmagnesiumbromide). Reaction SMILES: [Cl:1][CH:2]([Si:4]([Cl:7])(Cl)[Cl:5])[CH3:3].[F:8][C:9]1[CH:14]=[CH:13][C:12]([Mg]Br)=[CH:11][CH:10]=1>>[Cl:1][CH:2]([Si:4]([Cl:7])([Cl:5])[C:12]1[CH:13]=[CH:14][C:9]([F:8])=[CH:10][CH:11]=1)[CH3:3].